Dataset: the Open Reaction Database (ORD), a public repository of structured organic reaction records. Task: describe an organic reaction: reactants, conditions, products, and yield Starting materials: COC=1C=C(C=CC1OC)C1=NC(=C2C=CC=NC2=C1)OC[C@@H]1N(C(N(C1)[C@H](C)C1=CC=CC=C1)=O)C ((R)-4-[7-(3,4-Dimethoxy-phenyl)-[1,6]-naphthyridine-5-yloxymethyl]-3-methyl-1-((R)-1-phenyl-ethyl)-imidazolidine-2-one). Run in FC(C(=O)O)(F)F (trifluoroacetic acid). Reaction conditions: temperature 160 celsius. Yields the product COC=1C=C(C=CC1OC)C1=NC(=C2C=CC=NC2=C1)OC[C@H]1CNC(N1C)=O ((R)-5-[7-(3,4-Dimethoxy-phenyl)-[1,6]naphthyridine-5-yloxymethyl]-1-methyl-imidazolidine-2-one). RXN SMILES: [CH3:1][O:2][C:3]1[CH:4]=[C:5]([C:11]2[CH:20]=[C:19]3[C:14]([CH:15]=[CH:16][CH:17]=[N:18]3)=[C:13]([O:21][CH2:22][C@H:23]3[CH2:27][N:26]([C@@H](C4C=CC=CC=4)C)[C:25](=[O:36])[N:24]3[CH3:37])[N:12]=2)[CH:6]=[CH:7][C:8]=1[O:9][CH3:10]>FC(F)(F)C(O)=O>[CH3:1][O:2][C:3]1[CH:4]=[C:5]([C:11]2[CH:20]=[C:19]3[C:14]([CH:15]=[CH:16][CH:17]=[N:18]3)=[C:13]([O:21][CH2:22][C@@H:23]3[N:24]([CH3:37])[C:25](=[O:36])[NH:26][CH2:27]3)[N:12]=2)[CH:6]=[CH:7][C:8]=1[O:9][CH3:10]. Procedure details: 78 mg (R)-4-[7-(3,4-Dimethoxy-phenyl)-[1,6]-naphthyridine-5-yloxymethyl]-3-methyl-1-((R)-1-phenyl-ethyl)-imidazolidine-2-one (I.28) was placed in 1 mL of trifluoroacetic acid at ambient temperature. The reaction mixture was heated to 160° C. under microwave irradiation where it was maintained for 10 min. After this time the mixture was cooled to ambient temperature and concentrated under reduced pressure. Purification by silica gel chromatography (methanol/dichloromethane: 1-4%) gave the title c... Starting materials: ClC1=C(C=CC=C1)S(=O)(=O)Cl (2-chlorobenzenesulfonyl chloride), NC1=NC2=NC(=CC(=C2C=C1)C)C (2-amino-5,7-dimethyl-1,8-naphthyridine). Run in N1=CC=CC=C1 (pyridine). Yields the product ClC1=C(C=CC=C1)S(=O)(=O)NC1=NC2=NC(=CC(=C2C=C1)C)C (2-Chloro-N-(5,7-dimethyl-1,8-naphthyridin-2-yl)-benzenesulfonamide). RXN SMILES: [Cl:1][C:2]1[CH:7]=[CH:6][CH:5]=[CH:4][C:3]=1[S:8](Cl)(=[O:10])=[O:9].[NH2:12][C:13]1[CH:22]=[CH:21][C:20]2[C:15](=[N:16][C:17]([CH3:24])=[CH:18][C:19]=2[CH3:23])[N:14]=1>N1C=CC=CC=1>[Cl:1][C:2]1[CH:7]=[CH:6][CH:5]=[CH:4][C:3]=1[S:8]([NH:12][C:13]1[CH:22]=[CH:21][C:20]2[C:15](=[N:16][C:17]([CH3:24])=[CH:18][C:19]=2[CH3:23])[N:14]=1)(=[O:10])=[O:9]. Procedure details: At an internal temperature of 40° to 50° C., 7.5 g (35.5 mmol) of 2-chlorobenzenesulfonyl chloride was slowly dripped, while stirring, into a suspension of 4.1 g (23.6 mmol) of commercially available 2-amino-5,7-dimethyl-1,8-naphthyridine in 100 ml of anhydrous pyridine. RXN SMILES: [Br:1][c:2]1[c:3]([Cl:19])[c:4]([O:9][c:10]2[c:11]([Cl:18])[cH:12][cH:13][c:14]([CH3:17])[c:15]2[F:16])[cH:5][c:6]([Cl:8])[cH:7]1.[C:20](#[N:21])[Zn:22][C:23]#[N:24].[CH3:25][CH2:26][O:27][C:28]([CH3:29])=[O:30].[cH:31]1[cH:32][cH:33][c:34]([P:35]([Pd:36]([P:37]([c:38]2[cH:39][cH:40][cH:41][cH:42][cH:43]2)([c:44]2[cH:45][cH:46][cH:47][cH:48][cH:49]2)[c:50]2[cH:51][cH:52][cH:53][cH:54][cH:55]2)([P:56]([c:57]2[cH:58][cH:59][cH:60][cH:61][cH:62]2)([c:63]2[cH:64][cH:65][cH:66][cH:67][cH:68]2)[c:69]2[cH:70][cH:71][cH:72][cH:73][cH:74]2)[P:75]([c:76]2[cH:77][cH:78][cH:79][cH:80][cH:81]2)([c:82]2[cH:83][cH:84][cH:85][cH:86][cH:87]2)[c:88]2[cH:89][cH:90][cH:91][cH:92][cH:93]2)([c:94]2[cH:95][cH:96][cH:97][cH:98][cH:99]2)[c:100]2[cH:101][cH:102][cH:103][cH:104][cH:105]2)[cH:106][cH:107]1>>[c:2]1([C:20]#[N:21])[c:3]([Cl:19])[c:4]([O:9][c:10]2[c:11]([Cl:18])[cH:12][cH:13][c:14]([CH3:17])[c:15]2[F:16])[cH:5][c:6]([Cl:8])[cH:7]1. Yields the product Cc1ccc(Cl)c(Oc2cc(Cl)cc(C#N)c2Cl)c1F. The reactants are Cc1ccc(Cl)c(Oc2cc(Cl)cc(Br)c2Cl)c1F, N#C[Zn]C#N, CCOC(C)=O, c1ccc(P(c2ccccc2)(c2ccccc2)[Pd](P(c2ccccc2)(c2ccccc2)c2ccccc2)(P(c2ccccc2)(c2ccccc2)c2ccccc2)P(c2ccccc2)(c2ccccc2)c2ccccc2)cc1.